This data is from the Open Reaction Database (ORD), a public repository of structured organic reaction records. The task is: describe an organic reaction: reactants, conditions, products, and yield Reactants: N1N=NN=C1NC(=O)C1=C(C=2CN(CCC2S1)C(=O)OC(C)(C)C)OC(C)C (3-isopropoxy-5-tert-butoxycarbonyl-6,7-dihydro-4H-thieno[3,2-c]pyridine-2-carboxylic acid (1H-tetrazol-5-yl) amide), Cl (hydrogen chloride). The solvent is CO (methanol). Yields the product Cl.N1N=NN=C1NC(=O)C1=C(C=2CNCCC2S1)OC(C)C (3-isopropoxy-6,7-dihydro-4H-thieno[3,2-c]pyridine-2-carboxylic acid (1H-tetrazol-5-yl) amide monohydrochloride). Reaction SMILES: [NH:1]1[C:5]([NH:6][C:7]([C:9]2[S:17][C:16]3[CH2:15][CH2:14][N:13](C(OC(C)(C)C)=O)[CH2:12][C:11]=3[C:10]=2[O:25][CH:26]([CH3:28])[CH3:27])=[O:8])=[N:4][N:3]=[N:2]1.[ClH:29]>CO>[ClH:29].[NH:1]1[C:5]([NH:6][C:7]([C:9]2[S:17][C:16]3[CH2:15][CH2:14][NH:13][CH2:12][C:11]=3[C:10]=2[O:25][CH:26]([CH3:28])[CH3:27])=[O:8])=[N:4][N:3]=[N:2]1 |f:3.4|. Procedure: A solution of 0.10 g (0.245 mmol) of 3-isopropoxy-5-tert -butoxycarbonyl-6,7-dihydro-4H-thieno[3,2-c]pyridine-2-carboxylic acid (1H-tetrazol-5-yl) amide (from Example 7) in 15 mL of 5% (w/w) hydrogen chloride in methanol was stirred at 24° C. for 3 days. The reaction solvent was removed by evaporation under reduced pressure to afford an oil. The oil was crystallized from 10 mL of ethyl acetate/diethyl ether (1:1 v/v) to afford 0.089 g of 3-isopropoxy-6,7-dihydro-4H-thieno[3,2-c]pyridine-2-carbox... Starting materials: CN1CCNCC1, CC#N, CCN(C(C)C)C(C)C, N#Cc1ccnc(N2CCC(S(=O)(=O)c3ccc(F)cc3Cl)C2)n1. The product is CN1CCN(c2ccc(S(=O)(=O)C3CCN(c4nccc(C#N)n4)C3)c(Cl)c2)CC1. Reaction SMILES: [CH3:25][N:26]1[CH2:27][CH2:28][NH:29][CH2:30][CH2:31]1.[CH3:41][C:42]#[N:43].[CH:32]([N:33]([CH2:34][CH3:35])[CH:36]([CH3:37])[CH3:38])([CH3:39])[CH3:40].[Cl:1][c:2]1[c:3]([S:9](=[O:10])(=[O:11])[CH:12]2[CH2:13][N:14]([c:17]3[n:18][cH:19][cH:20][c:21]([C:23]#[N:24])[n:22]3)[CH2:15][CH2:16]2)[cH:4][cH:5][c:6]([F:8])[cH:7]1>>[Cl:1][c:2]1[c:3]([S:9](=[O:10])(=[O:11])[CH:12]2[CH2:13][N:14]([c:17]3[n:18][cH:19][cH:20][c:21]([C:23]#[N:24])[n:22]3)[CH2:15][CH2:16]2)[cH:4][cH:5][c:6]([N:29]2[CH2:28][CH2:27][N:26]([CH3:25])[CH2:31][CH2:30]2)[cH:7]1.